Dataset: the Open Reaction Database (ORD), a public repository of structured organic reaction records. Task: describe an organic reaction: reactants, conditions, products, and yield The reactants are [OH-].[Na+] (NaOH), C1(CC1)N1C(C=2C(C1=O)=CC(=CC2)[N+](=O)[O-])=O (N-Cyclopropyl-4-nitrophthalimide), ice, O.O.[Sn](Cl)Cl (Tin (II) chloride dihydrate). Run in C(C)O (ethanol). Yields the product C1(CC1)N1C(C=2C(C1=O)=CC(=CC2)N)=O (N-cyclopropyl-4-aminophthalimide). Reaction SMILES: [CH:1]1([N:4]2[C:8](=[O:9])[C:7]3=[CH:10][C:11]([N+:14]([O-])=O)=[CH:12][CH:13]=[C:6]3[C:5]2=[O:17])[CH2:3][CH2:2]1.O.O.[Sn](Cl)Cl.[OH-].[Na+]>C(O)C>[CH:1]1([N:4]2[C:8](=[O:9])[C:7]3=[CH:10][C:11]([NH2:14])=[CH:12][CH:13]=[C:6]3[C:5]2=[O:17])[CH2:3][CH2:2]1 |f:1.2.3,4.5|. Procedure details: N-Cyclopropyl-4-nitrophthalimide (10.0 g, 43.0 mmol) was dissolved in ethanol (200 mL). Tin (II) chloride dihydrate (49.0 g, 215 mmol) was added, and the mixture was heated to reflux overnight. After cooling, the mixture was poured over crushed ice (1.0 L), and pH adjusted to 6.5 using 1 N NaOH. The mixture was passed through a small bed of celite, and the filtrate was subsequently extracted with ethyl acetate (1.2 L). The organic phase was dried using anhydrous MgSO4, and solvent was removed by... The reactants are S(=O)([O-])S(=O)[O-].[Na+].[Na+] (Sodium hydrosulphite), COC=1C(C=CC(C1OC)=O)=O (2,3-dimethoxy-1,4-benzoquinone), resultant mixture. The solvent is CO (methanol), O (water). The product is COC1=C(O)C=CC(=C1OC)O (2,3-dimethoxyhydroquinone). The yield is 39.5%. As a reaction SMILES: S(S([O-])=O)([O-])=O.[Na+].[Na+].[CH3:9][O:10][C:11]1[C:12](=[O:20])[CH:13]=[CH:14][C:15](=[O:19])[C:16]=1[O:17][CH3:18]>CO.O>[CH3:18][O:17][C:16]1[C:11]([O:10][CH3:9])=[C:12]([OH:20])[CH:13]=[CH:14][C:15]=1[OH:19] |f:0.1.2|. Procedure: Sodium hydrosulphite (Na2S2O4, 26 g) was added portionwise to a stirred solution of 2,3-dimethoxy-1,4-benzoquinone (J. Med. Chem., 1971, 14, 45; 5 g) in a mixture of methanol (50 ml) and water (100 ml). The resultant mixture was stirred at ambient temperature for 1 hour. The mixture was partitioned between ethyl acetate and water. The organic phase was dried (MgSO4) and evaporated to give 2,3-dimethoxyhydroquinone (2 g); NMR Spectrum: (CD3SOCD3) 3.71 (s, 6H), 6.37 (s, 2H), 8.47 (s, 2H). The reactants are CCOC(=O)C(N)Cc1ccccc1, CCN=C=NCCCN(C)C, CCOC(C)=O, CCN(C(C)C)C(C)C, Cl, Cl, CN(C)C=O, O=C(O)c1cccc(CC2CCCC=C2c2nc(-c3ccccc3)c(-c3ccccc3)o2)c1. Product: CCOC(=O)C(Cc1ccccc1)NC(=O)c1cccc(CC2CCCC=C2c2nc(-c3ccccc3)c(-c3ccccc3)o2)c1. RXN SMILES: [CH2:35]([CH3:36])[O:37][C:38]([CH:39]([NH2:40])[CH2:41][c:42]1[cH:43][cH:44][cH:45][cH:46][cH:47]1)=[O:48].[CH2:59]([N:60]=[C:61]=[N:62][CH2:63][CH2:64][CH2:65][N:66]([CH3:67])[CH3:68])[CH3:69].[CH3:75][CH2:76][O:77][C:78]([CH3:79])=[O:80].[CH:49]([N:50]([CH:51]([CH3:52])[CH3:53])[CH2:54][CH3:55])([CH3:56])[CH3:57].[ClH:34].[ClH:58].[O:70]=[CH:71][N:72]([CH3:73])[CH3:74].[c:1]1(-[c:7]2[n:8][c:9]([C:18]3=[CH:23][CH2:22][CH2:21][CH2:20][CH:19]3[CH2:24][c:25]3[cH:26][c:27]([C:28](=[O:29])[OH:30])[cH:31][cH:32][cH:33]3)[o:10][c:11]2-[c:12]2[cH:13][cH:14][cH:15][cH:16][cH:17]2)[cH:2][cH:3][cH:4][cH:5][cH:6]1>>[c:1]1(-[c:7]2[n:8][c:9]([C:18]3=[CH:23][CH2:22][CH2:21][CH2:20][CH:19]3[CH2:24][c:25]3[cH:26][c:27]([C:28](=[O:29])[NH:40][CH:39]([C:38]([O:37][CH2:35][CH3:36])=[O:48])[CH2:41][c:42]4[cH:43][cH:44][cH:45][cH:46][cH:47]4)[cH:31][cH:32][cH:33]3)[o:10][c:11]2-[c:12]2[cH:13][cH:14][cH:15][cH:16][cH:17]2)[cH:2][cH:3][cH:4][cH:5][cH:6]1. Reactants: CC(C)(C)N, CCc1ccco1, CCc1ccc(S(=O)(=O)O)o1, Cc1cc(C(=O)O)c(S(N)(=O)=O)o1, ClP(Cl)(Cl)(Cl)Cl, [Na]. Yields the product CCc1ccc(S(=O)(=O)NC(C)(C)C)o1. Reaction SMILES: [C:39]([CH3:40])([CH3:41])([CH3:42])[NH2:43].[CH2:14]([c:15]1[o:16][cH:17][cH:18][cH:19]1)[CH3:20].[CH2:22]([CH3:23])[c:24]1[cH:25][cH:26][c:27]([S:29](=[O:30])(=[O:31])[OH:32])[o:28]1.[CH3:1][c:2]1[o:3][c:4]([S:5](=[O:6])(=[O:7])[NH2:8])[c:9]([C:10]([OH:11])=[O:12])[cH:13]1.[Cl:33][P:34]([Cl:35])([Cl:36])([Cl:37])[Cl:38].[Na:21]>>[CH2:22]([CH3:23])[c:24]1[cH:25][cH:26][c:27]([S:29](=[O:31])(=[O:32])[NH:43][C:39]([CH3:40])([CH3:41])[CH3:42])[o:28]1. Starting materials: O(C1=CC=CC=C1)C1=CC=C(C=C1)C1=NNC2=NC=NC(=C21)N (3-(4-phenoxyphenyl)-1H-pyrazolo[3,4-d]pyrimidin-4-amine), CS(=O)(=O)OC1CC(C1)=CCC (3-propylidenecyclobutyl methanesulfonate), C([O-])([O-])=O.[Cs+].[Cs+] (cesium carbonate), O (water). Solvent: CN(C=O)C (N,N-dimethylformamide). Product: O(C1=CC=CC=C1)C1=CC=C(C=C1)C1=NN(C2=NC=NC(=C21)N)C2CC(C2)=CCC (3-(4-phenoxyphenyl)-1-(3-propylidenecyclobutyl)-1H-pyrazolo[3,4-d]pyrimidin-4-amine). Yield: 67.3%. RXN SMILES: [O:1]([C:8]1[CH:13]=[CH:12][C:11]([C:14]2[C:22]3[C:17](=[N:18][CH:19]=[N:20][C:21]=3[NH2:23])[NH:16][N:15]=2)=[CH:10][CH:9]=1)[C:2]1[CH:7]=[CH:6][CH:5]=[CH:4][CH:3]=1.CS(O[CH:29]1[CH2:32][C:31](=[CH:33][CH2:34][CH3:35])[CH2:30]1)(=O)=O.C(=O)([O-])[O-].[Cs+].[Cs+].O>CN(C)C=O>[O:1]([C:8]1[CH:13]=[CH:12][C:11]([C:14]2[C:22]3[C:17](=[N:18][CH:19]=[N:20][C:21]=3[NH2:23])[N:16]([CH:29]3[CH2:32][C:31](=[CH:33][CH2:34][CH3:35])[CH2:30]3)[N:15]=2)=[CH:10][CH:9]=1)[C:2]1[CH:7]=[CH:6][CH:5]=[CH:4][CH:3]=1 |f:2.3.4|. Reported procedure: A solution of 3-(4-phenoxyphenyl)-1H-pyrazolo[3,4-d]pyrimidin-4-amine (0.743 g, 0.00245 mol) in N,N-dimethylformamide (20 mL) was reacted with 3-propylidenecyclobutyl methanesulfonate (0.699 g, 0.00367 mol) and cesium carbonate (0.866 g, 0.00367 mol) at 70° C. for three days. The reaction mixture was poured into water (30 mL) and extracted with ethyl acetate (3×15 mL). The combined organic layers were washed with water (2×20 mL) and brine (20 mL). The organic layer was dried over magnesium sulfa... RXN SMILES: [Br:27][N:28]1[C:31](=[O:34])[CH2:30][CH2:29][C:32]1=[O:33].[C:50]([Cl:51])([Cl:52])([Cl:53])[Cl:54].[CH3:47][O-:48].[CH3:55][CH2:56][O:57][C:58](=[O:59])[CH3:60].[F:1][c:2]1[cH:3][c:4]([O:25][CH3:26])[c:5](-[c:8]2[o:9][c:10](-[c:13]3[c:14](-[c:19]4[cH:20][cH:21][cH:22][cH:23][cH:24]4)[n:15][o:16][c:17]3[CH3:18])[n:11][n:12]2)[cH:6][cH:7]1.[N:35]([C:36]([CH3:37])([CH3:38])[C:39]#[N:40])=[N:41][C:42]([CH3:43])([CH3:44])[C:45]#[N:46].[Na+:49]>>[F:1][c:2]1[cH:3][c:4]([O:25][CH3:26])[c:5](-[c:8]2[o:9][c:10](-[c:13]3[c:14](-[c:19]4[cH:20][cH:21][cH:22][cH:23][cH:24]4)[n:15][o:16][c:17]3[CH2:18][O:33][CH3:32])[n:11][n:12]2)[cH:6][cH:7]1. The reactants are O=C1CCC(=O)N1Br, ClC(Cl)(Cl)Cl, C[O-], CCOC(C)=O, COc1cc(F)ccc1-c1nnc(-c2c(-c3ccccc3)noc2C)o1, CC(C)(C#N)N=NC(C)(C)C#N, [Na+]. The product is COCc1onc(-c2ccccc2)c1-c1nnc(-c2ccc(F)cc2OC)o1. The reactants are CCOc1cc(Br)ccc1[N+](=O)[O-], CC(=O)O, CCO, O. Yields the product CCOc1cc(Br)ccc1N. RXN SMILES: [Br:1][c:2]1[cH:3][c:4]([O:11][CH2:12][CH3:13])[c:5]([N+:8]([O-:9])=[O:10])[cH:6][cH:7]1.[C:18]([OH:19])(=[O:20])[CH3:21].[CH3:14][CH2:15][OH:16].[OH2:17]>>[Br:1][c:2]1[cH:3][c:4]([O:11][CH2:12][CH3:13])[c:5]([NH2:8])[cH:6][cH:7]1. Reactants: ClC1=NC=C(C(=N1)NC=1C=NC(=CC1)OC)I (2-chloro-5-iodo-N-(6-methoxypyridin-3-yl)pyrimidin-4-amine), C[O-].[Na+] (sodium methoxide), CO (methanol). The solvent is O (water). Run at temperature 140 celsius. Product: IC=1C(=NC(=NC1)OC)NC=1C=NC(=CC1)OC (5-iodo-2-methoxy-N-(6-methoxypyridin-3-yl)pyrimidin-4-amine). Isolated yield 90.6%. Reaction SMILES: Cl[C:2]1[N:7]=[C:6]([NH:8][C:9]2[CH:10]=[N:11][C:12]([O:15][CH3:16])=[CH:13][CH:14]=2)[C:5]([I:17])=[CH:4][N:3]=1.[CH3:18][O-:19].[Na+].CO>O>[I:17][C:5]1[C:6]([NH:8][C:9]2[CH:10]=[N:11][C:12]([O:15][CH3:16])=[CH:13][CH:14]=2)=[N:7][C:2]([O:19][CH3:18])=[N:3][CH:4]=1 |f:1.2|. Procedure: A glass microwave reaction vessel was charged with 2-chloro-5-iodo-N-(6-methoxypyridin-3-yl)pyrimidin-4-amine (181 mg, 0.499 mmol), sodium methoxide (0.5 M solution in methanol, 0.043 mL, 0.749 mmol) and methanol (1 mL). The reaction mixture was stirred and heated in a Emrys Optimizer microwave reactor (Personal Chemistry, Biotage AB, Inc., Upssala, Sweden) at 140° C. for 15 min. The reaction mixture was diluted with water (10 mL) and extracted with EtOAc (2×20 mL). The organic extract was washe... Starting materials: C1(CC1)C1=CC(=NC=2N1N=CC2C#C)C2=CC=C(C=C2)C(F)(F)F (7-cyclopropyl-3-ethynyl-5-(4-trifluoromethyl-phenyl)-pyrazolo[1,5-a]pyrimidine), OCC(C)(CO)NS(=O)(=O)C=1C=NC=C(C1)Br (5-bromo-pyridine-3-sulfonic acid (2-hydroxy-1-hydroxymethyl-1-methyl-ethyl)-amide). Product: OCC(C)(CO)NS(=O)(=O)C=1C=NC=C(C1)C#CC=1C=NN2C1N=C(C=C2C2CC2)C2=CC=C(C=C2)C(F)(F)F (5-[7-Cyclopropyl-5-(4-trifluoromethyl-phenyl)-pyrazolo[1,5-a]pyrimidin-3-ylethynyl]-pyridine-3-sulfonic acid (2-hydroxy-1-hydroxymethyl-1-methyl-ethyl)-amide), solid. Isolated yield 57.0%. RXN SMILES: [CH:1]1([C:4]2[N:9]3[N:10]=[CH:11][C:12]([C:13]#[CH:14])=[C:8]3[N:7]=[C:6]([C:15]3[CH:20]=[CH:19][C:18]([C:21]([F:24])([F:23])[F:22])=[CH:17][CH:16]=3)[CH:5]=2)[CH2:3][CH2:2]1.[OH:25][CH2:26][C:27]([NH:31][S:32]([C:35]1[CH:36]=[N:37][CH:38]=[C:39](Br)[CH:40]=1)(=[O:34])=[O:33])([CH2:29][OH:30])[CH3:28]>>[OH:25][CH2:26][C:27]([NH:31][S:32]([C:35]1[CH:36]=[N:37][CH:38]=[C:39]([C:14]#[C:13][C:12]2[CH:11]=[N:10][N:9]3[C:4]([CH:1]4[CH2:3][CH2:2]4)=[CH:5][C:6]([C:15]4[CH:16]=[CH:17][C:18]([C:21]([F:22])([F:23])[F:24])=[CH:19][CH:20]=4)=[N:7][C:8]=23)[CH:40]=1)(=[O:34])=[O:33])([CH2:29][OH:30])[CH3:28]. Reported procedure: The title compound was prepared from 7-cyclopropyl-3-ethynyl-5-(4-trifluoromethyl-phenyl)-pyrazolo[1,5-a]pyrimidine (example C.7) (82 mg, 0.25 mmol) and 5-bromo-pyridine-3-sulfonic acid (2-hydroxy-1-hydroxymethyl-1-methyl-ethyl)-amide (81 mg, 0.25 mmol) (Example B.4) according to general procedure II. Obtained as a yellow solid (81 mg, 57%). MS (ISP) 572.3 [(M+H)+]; mp 190-191° C.